This data is from the Open Reaction Database (ORD), a public repository of structured organic reaction records. The task is: describe an organic reaction: reactants, conditions, products, and yield Reactants: FC1=C(C=C(C=C1)F)[N+](=O)[O-] (2,5-difluoro-nitrobenzene), C(C1=CC=CC=C1)N(C(C(=O)O)C(CC1=CC=CC=C1)O)CC1=CC=CC=C1 (2-dibenzylamino-3-hydroxy-4-phenyl-butyric acid), [H-].[Na+] (sodium hydride), Cl (hydrochloric acid). Solvent: CN(C=O)C (dimethylformamide), CN(C=O)C (dimethylformamide), CN(C=O)C (dimethylformamide). Reaction conditions: time 2 hour. Yields the product C(C1=CC=CC=C1)N(C(C(=O)O)C(CC1=CC=CC=C1)OC1=C(C=C(C=C1)F)[N+](=O)[O-])CC1=CC=CC=C1 (2-dibenzylamino-3-(4-fluoro-2-nitro-phenoxy)-4-phenyl-butyric acid). Reaction SMILES: [CH2:1]([N:8]([CH2:22][C:23]1[CH:28]=[CH:27][CH:26]=[CH:25][CH:24]=1)[CH:9]([CH:13]([OH:21])[CH2:14][C:15]1[CH:20]=[CH:19][CH:18]=[CH:17][CH:16]=1)[C:10]([OH:12])=[O:11])[C:2]1[CH:7]=[CH:6][CH:5]=[CH:4][CH:3]=1.[H-].[Na+].F[C:32]1[CH:37]=[CH:36][C:35]([F:38])=[CH:34][C:33]=1[N+:39]([O-:41])=[O:40].Cl>CN(C)C=O>[CH2:22]([N:8]([CH2:1][C:2]1[CH:3]=[CH:4][CH:5]=[CH:6][CH:7]=1)[CH:9]([CH:13]([O:21][C:32]1[CH:37]=[CH:36][C:35]([F:38])=[CH:34][C:33]=1[N+:39]([O-:41])=[O:40])[CH2:14][C:15]1[CH:16]=[CH:17][CH:18]=[CH:19][CH:20]=1)[C:10]([OH:12])=[O:11])[C:23]1[CH:28]=[CH:27][CH:26]=[CH:25][CH:24]=1 |f:1.2|. Procedure: 3.50 g (9.32 mmol) racemic (2S,3R and 2R,3S)-2-dibenzylamino-3-hydroxy-4-phenyl-butyric acid in 14 ml dimethylformamide were added at 0° C. to 0.86 g (19.8 mmol) sodium hydride (55%) in 2 ml dimethylformamide. The suspension was stirred for 2 hours and then 2.25 ml (20.5 mmol) 2,5-difluoro-nitrobenzene in 3.4 ml dimethylformamide were added. After stirring overnight at 0° C. the mixture was poured on ice/water. The pH was adjusted to 1 by adding aqueous hydrochloric acid. Extraction with ethylac... The reactants are FC1=C(C=C(C=C1)N1N=C(N=C1)C(=O)O)C (1-(4-fluoro-3-methyl-phenyl)-1H-[1,2,4]triazole-3-carboxylic acid), C(C)(C)(C)OC(=O)N1CC(NCC1)(C)C (3,3-dimethyl-piperazine-1-carboxylic acid tert-butyl ester), FC(C(=O)O)(F)F.CC1(N(CCNC1)C(=O)C1=NN(C=N1)C1=CC=CC=C1)C ((2,2-dimethyl-piperazin-1-yl)-(1-phenyl-1-H-[1,2,4]-triazol-3-yl)-methanone trifluoroacetate). The product is FC(C(=O)O)(F)F.CC1(N(CCNC1)C(=O)C1=NN(C=N1)C1=CC(=C(C=C1)F)C)C ((2,2-Dimethyl-piperazin-1-yl)-[1-(4-fluoro-3-methyl-phenyl)-1H-[1,2,4]-triazol-3-yl)-methanone trifluoroacetate). As a reaction SMILES: [F:1][C:2]1[CH:7]=[CH:6][C:5]([N:8]2[CH:12]=[N:11][C:10]([C:13]([OH:15])=O)=[N:9]2)=[CH:4][C:3]=1[CH3:16].C(OC([N:24]1[CH2:29][CH2:28][NH:27][C:26]([CH3:31])([CH3:30])[CH2:25]1)=O)(C)(C)C.[F:32][C:33]([F:38])([F:37])[C:34]([OH:36])=[O:35].CC1(C)CNCCN1C(C1N=CN(C2C=CC=CC=2)N=1)=O>>[F:32][C:33]([F:38])([F:37])[C:34]([OH:36])=[O:35].[CH3:30][C:26]1([CH3:31])[CH2:25][NH:24][CH2:29][CH2:28][N:27]1[C:13]([C:10]1[N:11]=[CH:12][N:8]([C:5]2[CH:6]=[CH:7][C:2]([F:1])=[C:3]([CH3:16])[CH:4]=2)[N:9]=1)=[O:15] |f:2.3,4.5|. Reported procedure: This intermediate was prepared from 1-(4-fluoro-3-methyl-phenyl)-1H-[1,2,4]triazole-3-carboxylic acid and 3,3-dimethyl-piperazine-1-carboxylic acid tert-butyl ester in two steps according to the preparation of (2,2-dimethyl-piperazin-1-yl)-(1-phenyl-1-H-[1,2,4]-triazol-3-yl)-methanone trifluoroacetate.